describe an organic reaction: reactants, conditions, products, and yield From a dataset of the Open Reaction Database (ORD), a public repository of structured organic reaction records. Reactants: C([O-])([O-])=O.[Na+].[Na+] (sodium carbonate), BrC=1C=C2C(=CN(C2=CC1)[Si](C(C)C)(C(C)C)C(C)C)C1CCN(CC1)C (5-bromo-3-(1-methylpiperidin-4-yl)-1-(triisopropylsilyl)-indole), COC1=CC=C(C=C1)B(O)O (4-methoxyphenylboronic acid). The reagents and catalysts are C=1C=CC(=CC1)[P](C=2C=CC=CC2)(C=3C=CC=CC3)[Pd]([P](C=4C=CC=CC4)(C=5C=CC=CC5)C=6C=CC=CC6)([P](C=7C=CC=CC7)(C=8C=CC=CC8)C=9C=CC=CC9)[P](C=1C=CC=CC1)(C=1C=CC=CC1)C=1C=CC=CC1 (tetrakis(triphenylphosphine)palladium(0)). Run in C1(=CC=CC=C1)C (toluene). Yields the product COC1=CC=C(C=C1)C=1C=C2C(=CNC2=CC1)C1CCN(CC1)C (5-(4-Methoxyphenyl)-3-(1-Methylpiperidin-4-yl)-1H-Indole), COC1=CC=C(C=C1)C=1C=C2C(=CN(C2=CC1)[Si](C(C)C)(C(C)C)C(C)C)C1CCN(CC1)C (5-(4-methoxyphenyl)-3-(1-methylpiperidin-4-yl)-1-(triisopropylsilyl)-indole). Isolated yield 47.0%. As a reaction SMILES: Br[C:2]1[CH:3]=[C:4]2[C:8](=[CH:9][CH:10]=1)[N:7]([Si:11]([CH:18]([CH3:20])[CH3:19])([CH:15]([CH3:17])[CH3:16])[CH:12]([CH3:14])[CH3:13])[CH:6]=[C:5]2[CH:21]1[CH2:26][CH2:25][N:24]([CH3:27])[CH2:23][CH2:22]1.[CH3:28][O:29][C:30]1[CH:35]=[CH:34][C:33](B(O)O)=[CH:32][CH:31]=1.C(=O)([O-])[O-].[Na+].[Na+]>C1(C)C=CC=CC=1.C1C=CC([P]([Pd]([P](C2C=CC=CC=2)(C2C=CC=CC=2)C2C=CC=CC=2)([P](C2C=CC=CC=2)(C2C=CC=CC=2)C2C=CC=CC=2)[P](C2C=CC=CC=2)(C2C=CC=CC=2)C2C=CC=CC=2)(C2C=CC=CC=2)C2C=CC=CC=2)=CC=1>[CH3:28][O:29][C:30]1[CH:35]=[CH:34][C:33]([C:2]2[CH:3]=[C:4]3[C:8](=[CH:9][CH:10]=2)[NH:7][CH:6]=[C:5]3[CH:21]2[CH2:22][CH2:23][N:24]([CH3:27])[CH2:25][CH2:26]2)=[CH:32][CH:31]=1.[CH3:28][O:29][C:30]1[CH:35]=[CH:34][C:33]([C:2]2[CH:3]=[C:4]3[C:8](=[CH:9][CH:10]=2)[N:7]([Si:11]([CH:18]([CH3:19])[CH3:20])([CH:15]([CH3:17])[CH3:16])[CH:12]([CH3:13])[CH3:14])[CH:6]=[C:5]3[CH:21]2[CH2:26][CH2:25][N:24]([CH3:27])[CH2:23][CH2:22]2)=[CH:32][CH:31]=1 |f:2.3.4,^1:55,57,76,95|. Procedure details: The title compound was prepared by the procedure of Example 10, beginning with 5-bromo-3-(1-methylpiperidin-4-yl)-1-(triisopropylsilyl)-indole (0.600 g, 1.34 mmol), 4-methoxyphenylboronic acid (0.213g, 1.40 mmol), tetrakis(triphenylphosphine)palladium(0) (0.077g, 0.067 mmol), and 2M aqueous sodium carbonate solution (2 mL) in toluene (15 mL) to give 0.150 g of 5-(4-methoxyphenyl)-3-(1-methylpiperidin-4-yl)-1-(triisopropylsilyl)-indole (24%) as a solid, which was desilylated by dissolving in 1 mL... Reactants: aqueous solution, Cl.C(C1=CC=CC=C1)N(N)C1=CC=CC=C1 (BPH), COC=1C=C2C=CC(=CC2=CC1)C(CCCCCC)=O (1-(6-methoxy-naphthalen-2-yl)heptan-1-one), Cl.C(C1=CC=CC=C1)N(N)C1=CC=CC=C1 (1-benzyl-1-phenylhydrazine hydrochloride), Cl.C(C1=CC=CC=C1)N(N)C1=CC=CC=C1 (BPH). The reagents and catalysts are Cl (hydrochloric acid). Solvent: C(C)O (ethanol). Conditions: temperature 45 celsius, time 30 minute. Product: C(C1=CC=CC=C1)N1C(=C(C2=CC=CC=C12)CCCCC)C1=CC2=CC=C(C=C2C=C1)OC (1-Benzyl-2-(6-methoxynaphthalen-2-yl)-3-pentyl-1H-indole). Yield: 78.3%. As a reaction SMILES: [CH3:1][O:2][C:3]1[CH:4]=[C:5]2[C:10](=[CH:11][CH:12]=1)[CH:9]=[C:8]([C:13](=O)[CH2:14][CH2:15][CH2:16][CH2:17][CH2:18][CH3:19])[CH:7]=[CH:6]2.Cl.[CH2:22]([N:29]([C:31]1[CH:36]=[CH:35][CH:34]=[CH:33][CH:32]=1)N)[C:23]1[CH:28]=[CH:27][CH:26]=[CH:25][CH:24]=1>C(O)C.Cl>[CH2:22]([N:29]1[C:31]2[C:36](=[CH:35][CH:34]=[CH:33][CH:32]=2)[C:14]([CH2:15][CH2:16][CH2:17][CH2:18][CH3:19])=[C:13]1[C:8]1[CH:7]=[CH:6][C:5]2[C:10](=[CH:11][CH:12]=[C:3]([O:2][CH3:1])[CH:4]=2)[CH:9]=1)[C:23]1[CH:28]=[CH:27][CH:26]=[CH:25][CH:24]=1 |f:1.2|. Reported procedure: 1-(6-methoxy-naphthalen-2-yl)heptan-1-one (0.176 kg, 0.651 moles) was dissolved in anhydrous ethanol (1.56 L), 1-benzyl-1-phenylhydrazine hydrochloride (BPH, 0.168 kg, 0.716 moles) was added, a 37% aqueous solution of hydrochloric acid (1.2 g, 12.2 mmoles) was added, and the reaction mixture was heated under reflux for 7 hours. Two portions of BPH (8.4 g, 71.6 mmoles each) were added to the mixture at one hour intervals at 70° C. The temperature of the mixture returned to the reflux temperature ... The solvent is C(C)N(CC)CC (triethylamine), CO (methanol). Reactants: ClC=1C(=CC(=C(C1)C=1NC(=C(N1)C)C=1C=NC=CC1)OC)NC (2-(5-Chloro-4-methylamino-2-methoxyphenyl)-4-methyl-5-(3-pyridyl)imidazole), [H][H] (hydrogen). Reported procedure: A mixture of 2-(5-Chloro-4-methylamino-2-methoxyphenyl)-4-methyl-5-(3-pyridyl)imidazole (0.50 g) and 10% palladium on carbon (7.5 g) in a mixture of triethylamine (0.64 ml) and methanol (20 ml) was hydrogenated at ambient temperature under atmospheric pressure of hydrogen gas. After removal of the insoluble substance by filtration, the filtrate was evaporated under reduced pressure. The residue was triturated in diisopropyl ether to give 4-methyl-2-(4-methylamino-2-methoxyphenyl)-5-(3-pyridyl)im... Yields the product CC=1N=C(NC1C=1C=NC=CC1)C1=C(C=C(C=C1)NC)OC (4-methyl-2-(4-methylamino-2-methoxyphenyl)-5-(3-pyridyl)imidazole). Reaction SMILES: Cl[C:2]1[C:3]([NH:22][CH3:23])=[CH:4][C:5]([O:20][CH3:21])=[C:6]([C:8]2[NH:9][C:10]([C:14]3[CH:15]=[N:16][CH:17]=[CH:18][CH:19]=3)=[C:11]([CH3:13])[N:12]=2)[CH:7]=1.[H][H]>[Pd].C(N(CC)CC)C.CO>[CH3:13][C:11]1[N:12]=[C:8]([C:6]2[CH:7]=[CH:2][C:3]([NH:22][CH3:23])=[CH:4][C:5]=2[O:20][CH3:21])[NH:9][C:10]=1[C:14]1[CH:15]=[N:16][CH:17]=[CH:18][CH:19]=1. Isolated yield 22.3%. Reagents/catalysts: [Pd] (palladium on carbon).